Dataset: the Open Reaction Database (ORD), a public repository of structured organic reaction records. Task: describe an organic reaction: reactants, conditions, products, and yield Reaction SMILES: [N:1]1([C:7]([N:9]2[CH2:14][CH:13]([C:15]3[CH:20]=[CH:19][C:18]([O:21][C:22]([F:25])([F:24])[F:23])=[CH:17][CH:16]=3)[CH2:12][CH:11]([C:26](O)=[O:27])[CH2:10]2)=[O:8])[CH2:6][CH2:5][S:4][CH2:3][CH2:2]1.O[N:30]=[C:31]([NH2:36])[CH2:32][CH2:33][O:34][CH3:35]>>[CH3:35][O:34][CH2:33][CH2:32][C:31]1[N:36]=[C:26]([CH:11]2[CH2:12][CH:13]([C:15]3[CH:20]=[CH:19][C:18]([O:21][C:22]([F:25])([F:24])[F:23])=[CH:17][CH:16]=3)[CH2:14][N:9]([C:7]([N:1]3[CH2:2][CH2:3][S:4][CH2:5][CH2:6]3)=[O:8])[CH2:10]2)[O:27][N:30]=1. Reactants: N1(CCSCC1)C(=O)N1CC(CC(C1)C1=CC=C(C=C1)OC(F)(F)F)C(=O)O (1-(Thiomorpholin-4-ylcarbonyl)-5-[4-(trifluoromethoxy)phenyl]piperidine-3-carboxylic acid), ON=C(CCOC)N (N′-hydroxy-3-methoxypropanimidamide). Procedure details: According to General Method 6A, 600 mg (1.43 mmol) of the compound from Example 25A and 232 mg (1.58 mmol) of N′-hydroxy-3-methoxypropanimidamide were reacted Yield: 398 mg (53% of theory) Product: COCCC1=NOC(=N1)C1CN(CC(C1)C1=CC=C(C=C1)OC(F)(F)F)C(=O)N1CCSCC1 ({3-[3-(2-Methoxyethyl)-1,2,4-oxadiazol-5-yl]-5-[4-(trifluoromethoxy)phenyl]piperidin-1-yl}-(thiomorpholin-4-yl)methanone).